From a dataset of the Open Reaction Database (ORD), a public repository of structured organic reaction records. describe an organic reaction: reactants, conditions, products, and yield The solvent is CN(C)C=O (DMF). Reaction SMILES: [H-].[Na+].[CH2:3]([O:10][C:11]1[CH:16]=[CH:15][C:14]([C:17]2[N:21]([C:22]3[CH:27]=[CH:26][C:25]([O:28][CH3:29])=[CH:24][CH:23]=3)[N:20]=[C:19]([NH:30][C:31]([N:33]([CH3:35])[CH3:34])=[O:32])[CH:18]=2)=[CH:13][CH:12]=1)[C:4]1[CH:9]=[CH:8][CH:7]=[CH:6][CH:5]=1.[CH3:36]I>CN(C=O)C>[CH2:3]([O:10][C:11]1[CH:12]=[CH:13][C:14]([C:17]2[N:21]([C:22]3[CH:27]=[CH:26][C:25]([O:28][CH3:29])=[CH:24][CH:23]=3)[N:20]=[C:19]([N:30]([CH3:36])[C:31]([N:33]([CH3:34])[CH3:35])=[O:32])[CH:18]=2)=[CH:15][CH:16]=1)[C:4]1[CH:9]=[CH:8][CH:7]=[CH:6][CH:5]=1 |f:0.1|. The product is C(C1=CC=CC=C1)OC1=CC=C(C=C1)C1=CC(=NN1C1=CC=C(C=C1)OC)N(C(=O)N(C)C)C (N-[5-[4-(benzyloxy)phenyl]-1-(4-methoxy-phenyl)-1H-pyrazol-3-yl]-N,N′,N′-trimethylurea). Reaction conditions: time 1 hour. Starting materials: CI (MeI), [H-].[Na+] (Sodium hydride), oil, C(C1=CC=CC=C1)OC1=CC=C(C=C1)C1=CC(=NN1C1=CC=C(C=C1)OC)NC(=O)N(C)C (N-[5-[4-(benzyloxy)phenyl]-1-(4-methoxyphenyl)-1H-pyrazol-3-yl]-N′,N′-dimethylurea). Yield: 98.3%. Procedure: Sodium hydride 60% dispersion in mineral oil 93.1 mg was added in one portion to a solution of N-[5-[4-(benzyloxy)phenyl]-1-(4-methoxyphenyl)-1H-pyrazol-3-yl]-N′,N′-dimethylurea 1.43 g in DMF 10 ml under ice bath cooling. The reaction mixture was stirred at ambient temperature for 1 hour. MeI 688 mg was added the reaction mixture was stirred at ambient temperature overnight. The mixture was partitioned between ethyl acetate and H2O. The organic layer was washed with saturated aqueous sodium chlo... Reactants: CC(=O)[O-], CC(=O)[O-], CCC(CC)(c1ccc(C=CC(O)(C(F)(F)F)C(F)(F)F)c(C)c1)c1ccc(B2OC(C)(C)C(C)(C)O2)c(C)c1, COC(=O)Cc1cncc(Br)c1, Cc1ccccc1, COc1cccc(OC)c1-c1ccccc1P(C1CCCCC1)C1CCCCC1, [K+], [K+], [K+], O, O=P([O-])([O-])[O-], [Pd+2]. Product: CCC(CC)(c1ccc(C=CC(O)(C(F)(F)F)C(F)(F)F)c(C)c1)c1ccc(-c2cncc(CC(=O)OC)c2)c(C)c1. As a reaction SMILES: [C:103]([O-:104])(=[O:105])[CH3:106].[C:98]([O-:99])(=[O:100])[CH3:101].[CH2:50]([CH3:51])[C:52]([CH2:53][CH3:54])([c:55]1[cH:56][c:57]([CH3:70])[c:58]([B:61]2[O:62][C:63]([CH3:64])([CH3:65])[C:66]([CH3:67])([CH3:68])[O:69]2)[cH:59][cH:60]1)[c:71]1[cH:72][c:73]([CH3:89])[c:74]([CH:77]=[CH:78][C:79]([C:80]([F:81])([F:82])[F:83])([OH:84])[C:85]([F:86])([F:87])[F:88])[cH:75][cH:76]1.[CH3:38][O:39][C:40]([CH2:41][c:42]1[cH:43][n:44][cH:45][c:46]([Br:48])[cH:47]1)=[O:49].[CH3:91][c:92]1[cH:93][cH:94][cH:95][cH:96][cH:97]1.[CH:1]1([P:2]([CH:3]2[CH2:4][CH2:5][CH2:6][CH2:7][CH2:8]2)[c:9]2[cH:10][cH:11][cH:12][cH:13][c:14]2-[c:15]2[c:16]([O:17][CH3:18])[cH:19][cH:20][cH:21][c:22]2[O:23][CH3:24])[CH2:25][CH2:26][CH2:27][CH2:28][CH2:29]1.[K+:35].[K+:36].[K+:37].[OH2:90].[P:30]([O-:31])([O-:32])([O-:33])=[O:34].[Pd+2:102]>>[CH3:38][O:39][C:40]([CH2:41][c:42]1[cH:43][n:44][cH:45][c:46](-[c:58]2[c:57]([CH3:70])[cH:56][c:55]([C:52]([CH2:50][CH3:51])([CH2:53][CH3:54])[c:71]3[cH:72][c:73]([CH3:89])[c:74]([CH:77]=[CH:78][C:79]([C:80]([F:81])([F:82])[F:83])([OH:84])[C:85]([F:86])([F:87])[F:88])[cH:75][cH:76]3)[cH:60][cH:59]2)[cH:47]1)=[O:49]. Reaction SMILES: [C:1]([c:2]1[cH:3][cH:4][n:5][cH:6][cH:7]1)([O:9][CH3:8])=[O:10].[CH3:17][O-:18].[CH:11]1([C:14](=[O:15])[CH3:16])[CH2:12][CH2:13]1.[Na+:19].[cH:20]1[cH:21][cH:22][cH:23][cH:24][cH:25]1>>[C:1]([c:2]1[cH:3][cH:4][n:5][cH:6][cH:7]1)(=[O:9])[CH2:16][C:14]([CH:11]1[CH2:12][CH2:13]1)=[O:15]. Yields the product O=C(CC(=O)C1CC1)c1ccncc1. Starting materials: COC(=O)c1ccncc1, C[O-], CC(=O)C1CC1, [Na+], c1ccccc1.